describe an organic reaction: reactants, conditions, products, and yield From a dataset of the Open Reaction Database (ORD), a public repository of structured organic reaction records. The yield is 98.8%. Solvent: C(C)(=O)OCC (ethyl acetate), C(C)(=O)OCC (ethyl acetate). Starting materials: Cl (Hydrogen chloride), NC(CCN(C1CCN(CC1)C(=O)OCC1=CC=CC=C1)C(=O)OC(C)(C)C)=O (benzyl 4-[(3-amino-3-oxopropyl)(tert-butoxycarbonyl)amino]piperidin-1-carboxylate). Run at time 15 hour. Procedure details: 4N Hydrogen chloride in ethyl acetate (4 mL) was added to a solution of benzyl 4-[(3-amino-3-oxopropyl)(tert-butoxycarbonyl)amino]piperidin-1-carboxylate (3.38 g) obtained in Example 45c) in ethyl acetate (16 mL), and the mixture was stirred at room temperature for 15 hours. The white solid (2.73 g) formed was collected by filtration. A solution of the resulting white solid (1.0 g), CDI (0.47 g) and DBU (0.89 g) in dichloroethane (30 mL) was refluxed for 15 hours. The reaction mixture was washed... Product: O=C1N(CCC(N1)=O)C1CCN(CC1)C(=O)OCC1=CC=CC=C1 (Benzyl 4-(2,4-dioxotetrahydropyrimidin-1(2H)-yl)piperidin-1-carboxylate). As a reaction SMILES: Cl.[NH2:2][C:3](=[O:30])[CH2:4][CH2:5][N:6]([C:23](OC(C)(C)C)=[O:24])[CH:7]1[CH2:12][CH2:11][N:10]([C:13]([O:15][CH2:16][C:17]2[CH:22]=[CH:21][CH:20]=[CH:19][CH:18]=2)=[O:14])[CH2:9][CH2:8]1>C(OCC)(=O)C>[O:24]=[C:23]1[NH:2][C:3](=[O:30])[CH2:4][CH2:5][N:6]1[CH:7]1[CH2:12][CH2:11][N:10]([C:13]([O:15][CH2:16][C:17]2[CH:22]=[CH:21][CH:20]=[CH:19][CH:18]=2)=[O:14])[CH2:9][CH2:8]1. Product: C12N(CC(NC1)C2)CC=2C=C(C=CC2)C2=NC(=NC=C2)NCCC2=CC=C(C=C2)O (4-(2-{4-[3-(2,5-Diaza-bicyclo[2.2.1]hept-2-ylmethyl)-phenyl]-pyrimidin-2-ylamino}-ethyl)-phenol). As a reaction SMILES: C(OC([N:8]1[CH:13]([CH3:14])[CH2:12][N:11]([CH2:15][C:16]2[CH:21]=[CH:20][CH:19]=[C:18]([C:22]3[CH:27]=[CH:26][N:25]=[C:24](Cl)[N:23]=3)[CH:17]=2)[CH2:10][CH:9]1C)=O)(C)(C)C.[NH2:30][CH2:31][CH2:32][C:33]1[CH:38]=[CH:37][C:36]([OH:39])=[CH:35][CH:34]=1>>[CH:10]12[CH2:14][CH:13]([NH:8][CH2:9]1)[CH2:12][N:11]2[CH2:15][C:16]1[CH:17]=[C:18]([C:22]2[CH:27]=[CH:26][N:25]=[C:24]([NH:30][CH2:31][CH2:32][C:33]3[CH:38]=[CH:37][C:36]([OH:39])=[CH:35][CH:34]=3)[N:23]=2)[CH:19]=[CH:20][CH:21]=1. Procedure details: Intermediate 142 was coupled with tyramine following procedure F. The resulting product was deprotected following procedure G2. LC-MS showed the product had the expected M+H+ of 402. 1H NMR (Varian 300 MHz, CD3OD, shifts relative to the solvent peak at 3.3 ppm) δ 8.43 (s, 1H) 8.37 (d, 1H) 8.34 (d, 1H) 8.04 (d, 1H) 7.73 (t 1H) 7.65 (d, 1H) 7.17 (d, 2H) 6.69 (d, 2H) 4.62 (s, 2H) 4.19 (d, 2H) 3.92 (d, 2H) 3.63 (t, 2H) 3.23 (d, 2H) 2.94 (t, 2H) 2.61 (d, 1H) 2.37 (d, 1H). The reactants are C(C)(C)(C)OC(=O)N1C(CN(CC1C)CC1=CC(=CC=C1)C1=NC(=NC=C1)Cl)C (4-[3-(2-Chloro-pyrimidin-4-yl)-benzyl]-2,6-dimethyl-piperazine-1-carboxylic acid tert-butyl ester), NCCC1=CC=C(C=C1)O (tyramine), 402. The reactants are [Br-], ClCCCBr, CCCC[N+](CCCC)(CCCC)CCCC, Cl, [Na+], C1CCOC1, [OH-], Cc1cc(O)ccc1Cc1c(OC2OC(COC(=O)C(C)(C)C)C(OC(=O)C(C)(C)C)C(OC(=O)C(C)(C)C)C2OC(=O)C(C)(C)C)nn(CCO)c1C(C)C. The product is Cc1cc(OCCCCl)ccc1Cc1c(OC2OC(COC(=O)C(C)(C)C)C(OC(=O)C(C)(C)C)C(OC(=O)C(C)(C)C)C2OC(=O)C(C)(C)C)nn(CCO)c1C(C)C. Reaction SMILES: [Br-:65].[Br:57][CH2:58][CH2:59][CH2:60][Cl:61].[CH2:66]([N+:67]([CH2:68][CH2:69][CH2:70][CH3:71])([CH2:72][CH2:73][CH2:74][CH3:75])[CH2:76][CH2:77][CH2:78][CH3:79])[CH2:80][CH2:81][CH3:82].[ClH:64].[Na+:63].[O:83]1[CH2:84][CH2:85][CH2:86][CH2:87]1.[OH-:62].[OH:1][CH2:2][CH2:3][n:4]1[n:5][c:6]([O:21][CH:22]2[CH:23]([O:24][C:25]([C:26]([CH3:27])([CH3:28])[CH3:29])=[O:30])[CH:31]([O:32][C:33]([C:34]([CH3:35])([CH3:36])[CH3:37])=[O:38])[CH:39]([O:40][C:41]([C:42]([CH3:43])([CH3:44])[CH3:45])=[O:46])[CH:47]([CH2:49][O:50][C:51]([C:52]([CH3:53])([CH3:54])[CH3:55])=[O:56])[O:48]2)[c:7]([CH2:12][c:13]2[c:14]([CH3:20])[cH:15][c:16]([OH:19])[cH:17][cH:18]2)[c:8]1[CH:9]([CH3:10])[CH3:11]>>[OH:1][CH2:2][CH2:3][n:4]1[n:5][c:6]([O:21][CH:22]2[CH:23]([O:24][C:25]([C:26]([CH3:27])([CH3:28])[CH3:29])=[O:30])[CH:31]([O:32][C:33]([C:34]([CH3:35])([CH3:36])[CH3:37])=[O:38])[CH:39]([O:40][C:41]([C:42]([CH3:43])([CH3:44])[CH3:45])=[O:46])[CH:47]([CH2:49][O:50][C:51]([C:52]([CH3:53])([CH3:54])[CH3:55])=[O:56])[O:48]2)[c:7]([CH2:12][c:13]2[c:14]([CH3:20])[cH:15][c:16]([O:19][CH2:58][CH2:59][CH2:60][Cl:61])[cH:17][cH:18]2)[c:8]1[CH:9]([CH3:10])[CH3:11]. Reactants: C1(O)=CC(O)=CC=C1.CC(C)(C1=CC=C(C=C1)OCC2CO2)C3=CC=C(C=C3)OCC4CO4 (resorcinol diglycidyl ether of bisphenol A), CC(C)(C1=CC=C(C=C1)OCC2CO2)C3=CC=C(C=C3)OCC4CO4 (diglycidyl ether of bisphenol A), C1(O)=CC(O)=CC=C1 (resorcinol), C1(=CC=CC=C1)P(C1=CC=CC=C1)C1=CC=CC=C1 (triphenylphosphine). Solvent: C1(=CC=CC=C1)C (toluene). Reaction conditions: temperature 112 celsius. The product is C1(O)=CC(O)=CC=C1.CCOCC (resorcinol ether). As a reaction SMILES: [C:1]1([CH:8]=[CH:7][CH:6]=[C:4]([OH:5])[CH:3]=1)[OH:2].CC(C1C=CC(OCC2OC2)=CC=1)(C1C=C[C:15]([O:18][CH2:19][CH:20]2OC2)=[CH:14]C=1)C.C1(C=CC=C(O)C=1)O.C1(P(C2C=CC=CC=2)C2C=CC=CC=2)C=CC=CC=1.CC(C1C=CC(OCC2OC2)=CC=1)(C1C=CC(OCC2OC2)=CC=1)C>C1(C)C=CC=CC=1>[C:1]1([CH:8]=[CH:7][CH:6]=[C:4]([OH:5])[CH:3]=1)[OH:2].[CH3:14][CH2:15][O:18][CH2:19][CH3:20] |f:0.1,6.7|. Procedure: A resorcinol/diglycidyl ether of bisphenol A addition product was prepared in a 3-liter reactor equipped with an agitator, thermometer and reflux condenser. The reactor was charged with about 330.3 g. resorcinol, 1500 ml. toluene and 3.0 g. triphenylphosphine. The stirred charge was heated to reflux at about 112° C. and about 654.0 g. diglycidyl ether of bisphenol A (Ciba-Geigy Araldite GY 6004) was added dropwise in about 2.5 hours. The charge was refluxed for about one hour, devolatilized at r... Starting materials: N1C=C(C2=CC=CC=C12)C(=O)O (1H-Indole-3-carboxylic acid), C(C(=O)Cl)(=O)Cl (oxalyl chloride), CN1CCNCC1 (N-methylpiperazine). Solvent: ClCCl (dichloromethane), ClCCl (dichloromethane). Reaction conditions: time 4 hour. Yields the product N1C=C(C2=CC=CC=C12)C(=O)N1CCN(CC1)C ((1H-Indol-3-yl)-(4-methylpiperazin-1-yl)methanone). Reaction SMILES: [NH:1]1[C:9]2[C:4](=[CH:5][CH:6]=[CH:7][CH:8]=2)[C:3]([C:10]([OH:12])=O)=[CH:2]1.C(Cl)(=O)C(Cl)=O.[CH3:19][N:20]1[CH2:25][CH2:24][NH:23][CH2:22][CH2:21]1>ClCCl>[NH:1]1[C:9]2[C:4](=[CH:5][CH:6]=[CH:7][CH:8]=2)[C:3]([C:10]([N:23]2[CH2:24][CH2:25][N:20]([CH3:19])[CH2:21][CH2:22]2)=[O:12])=[CH:2]1. Procedure: 1H-Indole-3-carboxylic acid (1.61 g, 0.01 moles) was stirred with oxalyl chloride (0.99 g, 0.011 moles) in 20 mL dichloromethane at 0 to 25° C. for 3-4 hours. After completion of the reaction (TLC), volatile substances were distilled off under the reduced pressure. The residue was taken in 20 mL dichloroethane and to this stirred solution, was added N-methylpiperazine (1.1 g, 0.011 moles). The reaction mixture was further stirred for next 3-5 hours, till the reaction completes (TLC). Reaction mi...